Dataset: the Open Reaction Database (ORD), a public repository of structured organic reaction records. Task: describe an organic reaction: reactants, conditions, products, and yield The reactants are CO, Cl, [Na+], [OH-], COC(=O)c1ccc(SC(Cn2ccnc2)c2ccccc2O)cc1. Product: O=C(O)c1ccc(SC(Cn2ccnc2)c2ccccc2O)cc1. Reaction SMILES: [CH3:29][OH:30].[ClH:28].[Na+:2].[OH-:1].[OH:3][c:4]1[c:5]([CH:10]([CH2:11][n:12]2[cH:13][n:14][cH:15][cH:16]2)[S:17][c:18]2[cH:19][cH:20][c:21]([C:22](=[O:23])[O:24][CH3:25])[cH:26][cH:27]2)[cH:6][cH:7][cH:8][cH:9]1>>[OH:3][c:4]1[c:5]([CH:10]([CH2:11][n:12]2[cH:13][n:14][cH:15][cH:16]2)[S:17][c:18]2[cH:19][cH:20][c:21]([C:22](=[O:23])[OH:24])[cH:26][cH:27]2)[cH:6][cH:7][cH:8][cH:9]1. The reactants are CCC(=O)CC(=O)OC, CC(C)(C)[O-], CC(C)(C)O, O=C(c1ccc(CCl)cc1)N1CCCC1, [K+], C1CCOC1, O. Product: CCC(=O)C(Cc1ccc(C(=O)N2CCCC2)cc1)C(=O)OC. RXN SMILES: [CH3:12][O:13][C:14]([CH2:15][C:16]([CH2:17][CH3:18])=[O:19])=[O:20].[CH3:1][C:2]([CH3:3])([O-:4])[CH3:5].[CH3:7][C:8]([OH:9])([CH3:10])[CH3:11].[Cl:21][CH2:22][c:23]1[cH:24][cH:25][c:26]([C:29](=[O:30])[N:31]2[CH2:32][CH2:33][CH2:34][CH2:35]2)[cH:27][cH:28]1.[K+:6].[O:36]1[CH2:37][CH2:38][CH2:39][CH2:40]1.[OH2:41]>>[CH3:12][O:13][C:14]([CH:15]([C:16]([CH2:17][CH3:18])=[O:19])[CH2:22][c:23]1[cH:24][cH:25][c:26]([C:29](=[O:30])[N:31]2[CH2:32][CH2:33][CH2:34][CH2:35]2)[cH:27][cH:28]1)=[O:20].